This data is from the Open Reaction Database (ORD), a public repository of structured organic reaction records. The task is: describe an organic reaction: reactants, conditions, products, and yield Product: N#CC(N)(CCCOCc1ccccc1)C(F)F. As a reaction SMILES: [CH2:2]([c:3]1[cH:4][cH:5][cH:6][cH:7][cH:8]1)[O:9][CH2:10][CH2:11][CH2:12][Mg+:13].[CH2:31]1[O:32][CH2:33][CH2:34][CH2:35]1.[Cl-:1].[Cl-:39].[Cl:14][CH2:15][CH2:16][CH2:17][O:18][CH2:19][c:20]1[cH:21][cH:22][cH:23][cH:24][cH:25]1.[F:26][CH:27]([C:28]#[N:29])[F:30].[Mg:41].[NH4+:40].[Na:36][C:37]#[N:38].[OH2:42]>>[CH2:2]([c:3]1[cH:4][cH:5][cH:6][cH:7][cH:8]1)[O:9][CH2:10][CH2:11][CH2:12][C:28]([CH:27]([F:26])[F:30])([NH2:29])[C:37]#[N:38]. Starting materials: [Mg+]CCCOCc1ccccc1, C1CCOC1, [Cl-], [Cl-], ClCCCOCc1ccccc1, N#CC(F)F, [Mg], [NH4+], N#C[Na], O.